This data is from the Open Reaction Database (ORD), a public repository of structured organic reaction records. The task is: describe an organic reaction: reactants, conditions, products, and yield Starting materials: ClCCCC(C(=O)OC)(C(C)C)C1=CC(=C(C=C1)OC)OC (Methyl 5-chloro-2-(3,4-dimethoxyphenyl)-2-isopropylpentanoate), CNCCC1=CC=C(C(=O)OCC)C=C1 (Ethyl 4-(2-(methylamino)ethyl)benzoate). Yields the product COC=1C=C(C=CC1OC)C(CCCN(CCC1=CC=C(C(=O)OCC)C=C1)C)(C(C)C)C(=O)OC (Ethyl 4-(2-((4-(3,4-dimethoxyphenyl)-4-(methoxycarbonyl)-5-methylhexyl)(methyl)amino)ethyl)benzoate). Reaction SMILES: Cl[CH2:2][CH2:3][CH2:4][C:5]([C:13]1[CH:18]=[CH:17][C:16]([O:19][CH3:20])=[C:15]([O:21][CH3:22])[CH:14]=1)([CH:10]([CH3:12])[CH3:11])[C:6]([O:8][CH3:9])=[O:7].[CH3:23][NH:24][CH2:25][CH2:26][C:27]1[CH:37]=[CH:36][C:30]([C:31]([O:33][CH2:34][CH3:35])=[O:32])=[CH:29][CH:28]=1>>[CH3:22][O:21][C:15]1[CH:14]=[C:13]([C:5]([C:6]([O:8][CH3:9])=[O:7])([CH:10]([CH3:12])[CH3:11])[CH2:4][CH2:3][CH2:2][N:24]([CH3:23])[CH2:25][CH2:26][C:27]2[CH:37]=[CH:36][C:30]([C:31]([O:33][CH2:34][CH3:35])=[O:32])=[CH:29][CH:28]=2)[CH:18]=[CH:17][C:16]=1[O:19][CH3:20]. Reported procedure: Reaction of 1e with 2c produced 3w. MS found M+H=500. The oxalate salt of 3w was recrystallized from ethyl acetate; mp 121-123° C. Starting materials: 13.1, C1(=CC=CC=C1)NC1(CCN(CC1)CC1=CC=CC=C1)COCCC (N-phenyl-1-(phenylmethyl)-4-(propoxymethyl)-4-piperidinamine), C(CC)(=O)OC(CC)=O (propionic acid anhydride), [OH-].[NH4+] (ammonium hydroxide). Product: C(C(=O)O)(=O)O.C1(=CC=CC=C1)N(C(CC)=O)C1(CCN(CC1)CC1=CC=CC=C1)COCCC (N-phenyl-N-[1-(phenylmethyl)-4-(propoxymethyl)-4-piperidinyl]propanamide ethanedioate). As a reaction SMILES: [C:1]1([NH:7][C:8]2([CH2:21][O:22][CH2:23][CH2:24][CH3:25])[CH2:13][CH2:12][N:11]([CH2:14][C:15]3[CH:20]=[CH:19][CH:18]=[CH:17][CH:16]=3)[CH2:10][CH2:9]2)[CH:6]=[CH:5][CH:4]=[CH:3][CH:2]=1.[C:26]([O:30][C:31](=[O:34])[CH2:32]C)(=[O:29])[CH2:27][CH3:28].[OH-:35].[NH4+]>>[C:31]([OH:30])(=[O:34])[C:32]([OH:22])=[O:35].[C:1]1([N:7]([C:8]2([CH2:21][O:22][CH2:23][CH2:24][CH3:25])[CH2:13][CH2:12][N:11]([CH2:14][C:15]3[CH:20]=[CH:19][CH:18]=[CH:17][CH:16]=3)[CH2:10][CH2:9]2)[C:26](=[O:29])[CH2:27][CH3:28])[CH:2]=[CH:3][CH:4]=[CH:5][CH:6]=1 |f:2.3,4.5|. Procedure: A mixture of 13.1 parts of N-phenyl-1-(phenylmethyl)-4-(propoxymethyl)-4-piperidinamine and 20 parts of propionic acid anhydride is stirred and refluxed for 6 hours. After cooling, the reaction mixture is poured onto ice-water and the whole is alkalized with ammonium hydroxide. The product is extracted with trichloromethane. The extract is washed with water, dried, filtered and evaporated. The oily residue is converted into the ethanedioate salt in 2-propanone and 2-propanol. The salt is filtere...